From a dataset of the Open Reaction Database (ORD), a public repository of structured organic reaction records. describe an organic reaction: reactants, conditions, products, and yield Reactants: CCCC[N+](CCCC)(CCCC)CCCC, COc1ccc2c3c([nH]c2c1)-c1ccccc1C3, [I-], CI, [Na+], [OH-], O, c1ccccc1. Product: COc1ccc2c3c(n(C)c2c1)-c1ccccc1C3. Reaction SMILES: [CH2:30]([N+:31]([CH2:32][CH2:33][CH2:34][CH3:35])([CH2:36][CH2:37][CH2:38][CH3:39])[CH2:40][CH2:41][CH2:42][CH3:43])[CH2:44][CH2:45][CH3:46].[CH3:1][O:2][c:3]1[cH:4][cH:5][c:6]2[c:7]3[c:8]([nH:9][c:10]2[cH:11]1)-[c:12]1[cH:13][cH:14][cH:15][cH:16][c:17]1[CH2:18]3.[I-:29].[I:21][CH3:22].[Na+:20].[OH-:19].[OH2:47].[cH:23]1[cH:24][cH:25][cH:26][cH:27][cH:28]1>>[CH3:1][O:2][c:3]1[cH:4][cH:5][c:6]2[c:7]3[c:8]([n:9]([CH3:22])[c:10]2[cH:11]1)-[c:12]1[cH:13][cH:14][cH:15][cH:16][c:17]1[CH2:18]3. Starting materials: COC(C1=C(C=C(C(=C1)I)C(F)(F)F)NC(C)=O)=O (2-acetylamino-5-iodo-4-trifluoromethyl-benzoic acid methyl ester), C(CCC)[Sn](C=COCC)(CCCC)CCCC (tributyl-(ethoxyvinyl)-tin). The reagents and catalysts are [Pd].C1(=CC=CC=C1)P(C1=CC=CC=C1)C1=CC=CC=C1.C1(=CC=CC=C1)P(C1=CC=CC=C1)C1=CC=CC=C1.C1(=CC=CC=C1)P(C1=CC=CC=C1)C1=CC=CC=C1.C1(=CC=CC=C1)P(C1=CC=CC=C1)C1=CC=CC=C1 (tetrakis-(triphenylphosphine)-palladium). Run in O1CCOCC1 (dioxane). Product: COC(C1=C(C=C(C(=C1)C(=C)OCC)C(F)(F)F)NC(C)=O)=O (2-acetylamino-5-(1-ethoxy-vinyl)-4-trifluoromethyl-benzoic acid methyl ester). RXN SMILES: [CH3:1][O:2][C:3](=[O:19])[C:4]1[CH:9]=[C:8](I)[C:7]([C:11]([F:14])([F:13])[F:12])=[CH:6][C:5]=1[NH:15][C:16](=[O:18])[CH3:17].C([Sn](CCCC)(CCCC)[CH:25]=[CH:26][O:27][CH2:28][CH3:29])CCC>O1CCOCC1.[Pd].C1(P(C2C=CC=CC=2)C2C=CC=CC=2)C=CC=CC=1.C1(P(C2C=CC=CC=2)C2C=CC=CC=2)C=CC=CC=1.C1(P(C2C=CC=CC=2)C2C=CC=CC=2)C=CC=CC=1.C1(P(C2C=CC=CC=2)C2C=CC=CC=2)C=CC=CC=1>[CH3:1][O:2][C:3](=[O:19])[C:4]1[CH:9]=[C:8]([C:26]([O:27][CH2:28][CH3:29])=[CH2:25])[C:7]([C:11]([F:14])([F:13])[F:12])=[CH:6][C:5]=1[NH:15][C:16](=[O:18])[CH3:17] |f:3.4.5.6.7|. Procedure: A solution of 2-acetylamino-5-iodo-4-trifluoromethyl-benzoic acid methyl ester (17.8 g, 46.1 mmol), tetrakis-(triphenylphosphine)-palladium (2.67 g, 2.30 mmol), and tributyl-(ethoxyvinyl)-tin (25.0 g, 69.2 mmol) in dioxane (100 mL) was heated to 110° C. for 20 h under nitrogen. The mixture was allowed to cool to r.t., and then filtered. The filtrate was concentrated in vacuo and the crude product was purified by column chromatography (silica gel 60, hexanes/EtOAc 3:1) to give crude 2-acetylamino... Starting materials: C(C)OC(CC1(CCN(CC1)C(=O)OC(C)(C)C)O)=O (tert-butyl 4-(2-ethoxy-2-oxoethyl)-4-hydroxy-1-piperidinecarboxylate), [H-].[Al+3].[Li+].[H-].[H-].[H-] (lithium aluminium hydride). The solvent is O1CCCC1 (tetrahydrofuran), O1CCCC1 (tetrahydrofuran). Run at time 2 hour. Yields the product OC1(CCN(CC1)C(=O)OC(C)(C)C)CCO (tert-Butyl 4-hydroxy-4-(2-hydroxyethyl)-1-piperidinecarboxylate). RXN SMILES: C([O:3][C:4](=O)[CH2:5][C:6]1([OH:19])[CH2:11][CH2:10][N:9]([C:12]([O:14][C:15]([CH3:18])([CH3:17])[CH3:16])=[O:13])[CH2:8][CH2:7]1)C.[H-].[Al+3].[Li+].[H-].[H-].[H-]>O1CCCC1>[OH:19][C:6]1([CH2:5][CH2:4][OH:3])[CH2:11][CH2:10][N:9]([C:12]([O:14][C:15]([CH3:16])([CH3:17])[CH3:18])=[O:13])[CH2:8][CH2:7]1 |f:1.2.3.4.5.6|. Reported procedure: A solution of 31.20 g (108.50 mmol) of tert-butyl 4-(2-ethoxy-2-oxoethyl)-4-hydroxy-1-piperidinecarboxylate (WO 02/16352) in 150 ml of tetrahydrofuran is added dropwise to a suspension of 4.12 g (108.50 mmol) of lithium aluminium hydride in 150 ml of tetrahydrofuran. The mixture is stirred at room temperature for 2 hours and is then worked up as described in Example 2 (step 2.4).